Dataset: the Open Reaction Database (ORD), a public repository of structured organic reaction records. Task: describe an organic reaction: reactants, conditions, products, and yield The reactants are C(C)B(C=1C=NC=CC1)CC (Diethyl(3-pyridyl)borane), FC(S(=O)(=O)OC=1[C@]2(C)[C@@H](CC1)[C@@H]1CC=C3C[C@H](CC[C@]3(C)[C@H]1CC2)OC(C)=O)(F)F (3β-acetoxyandrosta-5,16-dien-17-yl trifluoromethanesulphonate), C([O-])([O-])=O.[Na+].[Na+] (sodium carbonate). Reagents/catalysts: Cl[Pd]([P](C1=CC=CC=C1)(C2=CC=CC=C2)C3=CC=CC=C3)([P](C4=CC=CC=C4)(C5=CC=CC=C5)C6=CC=CC=C6)Cl (bis(triphenylphosphine)palladium(II) chloride). Solvent: C1CCOC1 (THF). Run at temperature 80 celsius, time 1 hour. Product: C(C)(=O)O[C@@H]1CC2=CC[C@H]3[C@@H]4CC=C([C@@]4(C)CC[C@@H]3[C@]2(CC1)C)C=1C=NC=CC1 (3β-Acetoxy-17-(3-pyridyl)androsta-5,16-diene). The yield is 84.3%. As a reaction SMILES: C(B(CC)[C:4]1[CH:5]=[N:6][CH:7]=[CH:8][CH:9]=1)C.FC(F)(F)S(O[C:18]1[C@:19]2([CH2:36][CH2:35][C@H:34]3[C@@H:24]([CH2:25][CH:26]=[C:27]4[C@:32]3([CH3:33])[CH2:31][CH2:30][C@H:29]([O:37][C:38](=[O:40])[CH3:39])[CH2:28]4)[C@@H:21]2[CH2:22][CH:23]=1)[CH3:20])(=O)=O.C(=O)([O-])[O-].[Na+].[Na+]>C1COCC1.Cl[Pd](Cl)([P](C1C=CC=CC=1)(C1C=CC=CC=1)C1C=CC=CC=1)[P](C1C=CC=CC=1)(C1C=CC=CC=1)C1C=CC=CC=1>[C:38]([O:37][C@H:29]1[CH2:30][CH2:31][C@@:32]2([CH3:33])[C:27](=[CH:26][CH2:25][C@@H:24]3[C@@H:34]2[CH2:35][CH2:36][C@@:19]2([CH3:20])[C@H:21]3[CH2:22][CH:23]=[C:18]2[C:4]2[CH:5]=[N:6][CH:7]=[CH:8][CH:9]=2)[CH2:28]1)(=[O:40])[CH3:39] |f:2.3.4,^1:56,75|. Procedure: Diethyl(3-pyridyl)borane (3.38 g, 23 mmol) from Aldrich Chemical Co. Ltd. was added to a stirred solution of 3β-acetoxyandrosta-5,16-dien-17-yl trifluoromethanesulphonate (6.94 g, 15 mmol) in THF (75 ml) containing bis(triphenylphosphine)palladium(II) chloride (0.105 g, 0.15 mmol). An aqueous solution of sodium carbonate (2M, 30 ml) was then added and the mixture heated, with stirring, by an oil bath at 80° C. for 1 h, and allowed to cool. The mixture was partitioned between diethyl ether and wa... Reactants: ClC1=C(C=C(C=C1)C=1C(CC(NN1)=O)C)[N+](=O)[O-] (6-(4-chloro-3-nitro-phenyl)-5-methyl-4,5-dihydro-3(2H)-pyridazinone), NCCCC=1N=CNC1 (4-(3-aminopropyl)-1H-imidazole). Run in O1CCOCC1 (dioxane). Product: N1C=NC(=C1)CCCNC1=C(C=C(C=C1)C=1C(CC(NN1)=O)C)[N+](=O)[O-] (6-[4-[3-(4-imidazolyl)-propylamino]-3-nitro-phenyl]-5-methyl-4,5-dihydro-3(2H)-pyridazinone). RXN SMILES: Cl[C:2]1[CH:7]=[CH:6][C:5]([C:8]2[CH:9]([CH3:15])[CH2:10][C:11](=[O:14])[NH:12][N:13]=2)=[CH:4][C:3]=1[N+:16]([O-:18])=[O:17].[NH2:19][CH2:20][CH2:21][CH2:22][C:23]1[N:24]=[CH:25][NH:26][CH:27]=1>O1CCOCC1>[NH:26]1[CH:27]=[C:23]([CH2:22][CH2:21][CH2:20][NH:19][C:2]2[CH:7]=[CH:6][C:5]([C:8]3[CH:9]([CH3:15])[CH2:10][C:11](=[O:14])[NH:12][N:13]=3)=[CH:4][C:3]=2[N+:16]([O-:18])=[O:17])[N:24]=[CH:25]1. Procedure details: 2.67 g (10 mmol) of 6-(4-chloro-3-nitro-phenyl)-5-methyl-4,5-dihydro-3(2H)-pyridazinone are boiled under reflux with 2.5 g (20 mmol) of 4-(3-aminopropyl)-1H-imidazole in 50 ml of dioxane for 5 hours. Reactants: C(C)(=O)[O-].[K+] (potassium acetate), [Cl-].C(CCCCCCCCC)[N+](C)(C)CCCCCCCCCC (didecyldimethylammonium chloride). The solvent is C(C)O (ethanol). Conditions: time 1.5 hour. The product is C(C)(=O)[O-].C(CCCCCCCCC)[N+](C)(C)CCCCCCCCCC (Didecyldimethylammonium acetate). Reaction SMILES: [C:1]([O-:4])(=[O:3])[CH3:2].[K+].[Cl-].[CH2:7]([N+:17]([CH2:20][CH2:21][CH2:22][CH2:23][CH2:24][CH2:25][CH2:26][CH2:27][CH2:28][CH3:29])([CH3:19])[CH3:18])[CH2:8][CH2:9][CH2:10][CH2:11][CH2:12][CH2:13][CH2:14][CH2:15][CH3:16]>C(O)C>[C:1]([O-:4])(=[O:3])[CH3:2].[CH2:20]([N+:17]([CH2:7][CH2:8][CH2:9][CH2:10][CH2:11][CH2:12][CH2:13][CH2:14][CH2:15][CH3:16])([CH3:19])[CH3:18])[CH2:21][CH2:22][CH2:23][CH2:24][CH2:25][CH2:26][CH2:27][CH2:28][CH3:29] |f:0.1,2.3,5.6|. Procedure details: 0.0221 mole of potassium acetate and 0.0221 mole of 80% didecyldimethylammonium chloride in ethanol were mixed in a flask. The mixture was heated to 60° C.-70° C. and held for 1.5 hours. Starting materials: S(=O)(=O)(O)Cl.C1=CC=CC=C1 (benzene sulphochloride), NC1=NC=CC=C1 (2-aminopyridine), O (water). Solvent: O1CCCC1 (tetrahydrofuran). Run at time 2 hour. The product is C1(=CC=CC=C1)S(=O)(=O)NC1=NC=CC=C1 (2-phenylsulfonylaminopyridine). RXN SMILES: [S:1](Cl)([OH:4])(=O)=[O:2].[CH:6]1[CH:11]=[CH:10][CH:9]=[CH:8][CH:7]=1.[NH2:12][C:13]1[CH:18]=[CH:17][CH:16]=[CH:15][N:14]=1.O>O1CCCC1>[C:6]1([S:1]([NH:12][C:13]2[CH:18]=[CH:17][CH:16]=[CH:15][N:14]=2)(=[O:4])=[O:2])[CH:11]=[CH:10][CH:9]=[CH:8][CH:7]=1 |f:0.1|. Reported procedure: A solution of 264 g of benzene sulphochloride was added dropwise at 10° to 25° C. to a solution of 282 g of 2-aminopyridine in 1200 ml of tetrahydrofuran. After two hours continuous stirring without further cooling, the mixture was poured into water. The reaction product was suction filtered and washed first with water and then with methanol. Reactants: C(C1=CC=CC=C1)N1CC(N(CC1)C1=C(C=CC=C1)C)CCO (1-Benzyl-3-(2-hydroxyethyl)-4-(2-methylphenyl)piperazine). The reagents and catalysts are [Pd] (palladium black). The solvent is CO (MeOH). Product: OCCC1CNCCN1C1=C(C=CC=C1)C (3-(2-Hydroxyethyl)-4-(2-methylphenyl)piperazine). Isolated yield 97.0%. RXN SMILES: C([N:8]1[CH2:13][CH2:12][N:11]([C:14]2[CH:19]=[CH:18][CH:17]=[CH:16][C:15]=2[CH3:20])[CH:10]([CH2:21][CH2:22][OH:23])[CH2:9]1)C1C=CC=CC=1>CO.[Pd]>[OH:23][CH2:22][CH2:21][CH:10]1[N:11]([C:14]2[CH:19]=[CH:18][CH:17]=[CH:16][C:15]=2[CH3:20])[CH2:12][CH2:13][NH:8][CH2:9]1. Procedure details: 1-Benzyl-3-(2-hydroxyethyl)-4-(2-methylphenyl)piperazine from Step 1 above (1.5 g; 4.8 mmol) in 50 mL of MeOH containing 150 mg of palladium black was shaken on a Parr apparatus under an atmosphere of hydrogen (55 psig) for 18 h. The catalyst was removed by filtration through Celite and the filtercake was washed with MeOH. The filtrate solvents were evaporated under reduced pressure to give the title compound as an oil (1H-NMR: consistent with structure; FABMS: M+H @ m/e=221; HPLC: 97%, retentio... The reactants are CC(=O)O[BH-](OC(C)=O)OC(C)=O, O=C([O-])O, CNc1cnc2ccc(=O)n(CC=O)c2c1, CC(=O)O, ClC(Cl)Cl, ClCCl, [Na+], [Na+], CC(C)(C)OC(=O)N(Cc1cc2c(cn1)OCCO2)C1CCNCC1. Product: CNc1cnc2ccc(=O)n(CCN3CCC(N(Cc4cc5c(cn4)OCCO5)C(=O)OC(C)(C)C)CC3)c2c1. As a reaction SMILES: [C:42]([O:43][BH-:44]([O:45][C:46](=[O:47])[CH3:48])[O:49][C:50](=[O:51])[CH3:52])(=[O:53])[CH3:54].[C:56](=[O:57])([O-:58])[OH:59].[CH3:1][NH:2][c:3]1[cH:4][n:5][c:6]2[cH:7][cH:8][c:9](=[O:16])[n:10]([CH2:13][CH:14]=[O:15])[c:11]2[cH:12]1.[CH3:64][C:65](=[O:66])[OH:67].[CH:68]([Cl:69])([Cl:70])[Cl:71].[Cl:61][CH2:62][Cl:63].[Na+:55].[Na+:60].[O:17]1[CH2:18][CH2:19][O:20][c:21]2[cH:22][n:23][c:24]([CH2:27][N:28]([C:29]([O:30][C:31]([CH3:32])([CH3:33])[CH3:34])=[O:35])[CH:36]3[CH2:37][CH2:38][NH:39][CH2:40][CH2:41]3)[cH:25][c:26]21>>[CH3:1][NH:2][c:3]1[cH:4][n:5][c:6]2[cH:7][cH:8][c:9](=[O:16])[n:10]([CH2:13][CH2:14][N:39]3[CH2:38][CH2:37][CH:36]([N:28]([CH2:27][c:24]4[n:23][cH:22][c:21]5[c:26]([cH:25]4)[O:17][CH2:18][CH2:19][O:20]5)[C:29]([O:30][C:31]([CH3:32])([CH3:33])[CH3:34])=[O:35])[CH2:41][CH2:40]3)[c:11]2[cH:12]1. Reactants: COC1=CC=C(C=C1)C1C(CCCC1)NCCC(C)C1=CC=CC=C1 ((2RS,3RS)-[2-(4-methoxy-phenyl)-cyclohexyl]-(3-phenyl-butyl)-amine), C1(=CC=CC=C1)C(CCNC1C(CCCC1)C1=CC=C(C=C1)O)C ((1RS,2RS)-4-[2-(3-phenyl-butylamino)-cyclohexyl]-phenol). Product: C1(=CC=CC=C1)CCCCNC1C(CCCC1)C1=CC=C(C=C1)O ((1RS,2RS)-4-[2-(4-Phenyl-butylamino)-cyclohexyl]-phenol). Reaction SMILES: C[O:2][C:3]1[CH:8]=[CH:7][C:6]([CH:9]2[CH2:14][CH2:13][CH2:12][CH2:11][CH:10]2[NH:15][CH2:16][CH2:17][CH:18]([C:20]2[CH:25]=[CH:24][CH:23]=[CH:22][CH:21]=2)C)=[CH:5][CH:4]=1.[C:26]1(C(C)CCNC2CCCCC2C2C=CC(O)=CC=2)C=CC=CC=1>>[C:25]1([CH2:20][CH2:18][CH2:17][CH2:16][NH:15][CH:10]2[CH2:11][CH2:12][CH2:13][CH2:14][CH:9]2[C:6]2[CH:5]=[CH:4][C:3]([OH:2])=[CH:8][CH:7]=2)[CH:24]=[CH:23][CH:22]=[CH:21][CH:26]=1. Procedure details: Following the general method of example 1 (2RS,3RS)-[2-(4-methoxy-phenyl)-cyclohexyl]-(3-phenyl-butyl)-amine (1.75 g, 5.19 mmol) was converted to (1RS,2RS)-4-[2-(3-phenyl-butylamino)-cyclohexyl]-phenol, giving 0.50 g of a white solid. MS: m/e=324.3 (M+H+). Reactants: CCOC(=O)c1cccc(C)c1C=C(C)C, CO, [Na+], [OH-]. The product is CC(C)=Cc1c(C)cccc1C(=O)O. As a reaction SMILES: [CH2:1]([CH3:2])[O:3][C:4]([c:5]1[c:6]([CH:12]=[C:13]([CH3:14])[CH3:15])[c:7]([CH3:11])[cH:8][cH:9][cH:10]1)=[O:16].[CH3:19][OH:20].[Na+:18].[OH-:17]>>[O:3]=[C:4]([c:5]1[c:6]([CH:12]=[C:13]([CH3:14])[CH3:15])[c:7]([CH3:11])[cH:8][cH:9][cH:10]1)[OH:16].